Task: describe an organic reaction: reactants, conditions, products, and yield. Dataset: the Open Reaction Database (ORD), a public repository of structured organic reaction records RXN SMILES: [CH2:1]([O:3][C:4](=[O:11])[CH:5]1[CH2:10][CH2:9][NH:8][CH2:7][CH2:6]1)[CH3:2].[F:12][C:13]1[CH:21]=[CH:20][C:16]([C:17](Cl)=[O:18])=[CH:15][CH:14]=1>>[CH2:1]([O:3][C:4]([CH:5]1[CH2:6][CH2:7][N:8]([C:17](=[O:18])[C:16]2[CH:20]=[CH:21][C:13]([F:12])=[CH:14][CH:15]=2)[CH2:9][CH2:10]1)=[O:11])[CH3:2]. The reactants are C(C)OC(C1CCNCC1)=O (isonipecotic acid ethyl ester), FC1=CC=C(C(=O)Cl)C=C1 (p-fluorobenzoyl chloride). Reported procedure: The method described in Referential Example 492 was performed by use of isonipecotic acid ethyl ester and p-fluorobenzoyl chloride, whereby the title compound was obtained. Product: C(C)OC(=O)C1CCN(CC1)C(C1=CC=C(C=C1)F)=O (1-(4-fluorobenzoyl)pyperidine-4-carboxylic acid ethyl ester). The reactants are C(C)(C)(C)C=1C=C(C=CC1)O (3-t-butylphenol), Cl.O=C1C(CNCC1)C(=O)OC (methyl 4-oxo-3-piperidinecarboxylate hydrochloride). Product: CC(C)(C)C1=CC2=C(C=C1)C1=C(CNCC1)C(O2)=O (8-(1,1-Dimethylethyl)-1,2,3,4-tetrahydro-5H-[1]benzopyrano[3,4-c]pyridin-5-one). Isolated yield 57.1%. Reaction SMILES: [C:1]([C:5]1[CH:6]=[C:7]([OH:11])[CH:8]=[CH:9][CH:10]=1)([CH3:4])([CH3:3])[CH3:2].Cl.O=[C:14]1[CH2:19][CH2:18][NH:17][CH2:16][CH:15]1[C:20](OC)=[O:21]>>[CH3:3][C:1]([C:5]1[CH:10]=[CH:9][C:8]2[C:14]3[CH2:19][CH2:18][NH:17][CH2:16][C:15]=3[C:20](=[O:21])[O:11][C:7]=2[CH:6]=1)([CH3:4])[CH3:2] |f:1.2|. Procedure details: Prepared by the method described for Example 1 from 3-t-butylphenol (15 g, 0.1 moles) and methyl 4-oxo-3-piperidinecarboxylate hydrochloride (19.3 g, 0.1 moles). Recrystallization from ethyl acetate gave the product (14.7 g), mp 181°-186° C. Reactants: CC1(C)CC=C(c2cc(Cc3nnn[nH]3)ccc2NC(=O)c2nc(C#N)cn2COCC[Si](C)(C)C)CC1, CCOC(C)=O, CCN(C(C)C)C(C)C, CN(C)CCCl, Cl, CN(C)C=O. Yields the product CN(C)CCn1nnc(Cc2ccc(NC(=O)c3nc(C#N)cn3COCC[Si](C)(C)C)c(C3=CCC(C)(C)CC3)c2)n1. As a reaction SMILES: [CH3:1][C:2]1([CH3:38])[CH2:3][CH:4]=[C:5]([c:8]2[c:9]([NH:20][C:21](=[O:22])[c:23]3[n:24]([CH2:30][O:31][CH2:32][CH2:33][Si:34]([CH3:35])([CH3:36])[CH3:37])[cH:25][c:26]([C:28]#[N:29])[n:27]3)[cH:10][cH:11][c:12]([CH2:14][c:15]3[n:16][n:17][n:18][nH:19]3)[cH:13]2)[CH2:6][CH2:7]1.[CH3:60][CH2:61][O:62][C:63]([CH3:64])=[O:65].[CH:46]([N:47]([CH2:48][CH3:49])[CH:50]([CH3:51])[CH3:52])([CH3:53])[CH3:54].[Cl:40][CH2:41][CH2:42][N:43]([CH3:44])[CH3:45].[ClH:39].[O:55]=[CH:56][N:57]([CH3:58])[CH3:59]>>[CH3:1][C:2]1([CH3:38])[CH2:3][CH:4]=[C:5]([c:8]2[c:9]([NH:20][C:21](=[O:22])[c:23]3[n:24]([CH2:30][O:31][CH2:32][CH2:33][Si:34]([CH3:35])([CH3:36])[CH3:37])[cH:25][c:26]([C:28]#[N:29])[n:27]3)[cH:10][cH:11][c:12]([CH2:14][c:15]3[n:16][n:17]([CH2:41][CH2:42][N:43]([CH3:44])[CH3:45])[n:18][n:19]3)[cH:13]2)[CH2:6][CH2:7]1. Starting materials: C(Cl)Cl (CH2Cl2), C(=O)([O-])[O-].[Na+].[Na+] (Na2CO3), ClC1=C(C#N)C=CC(=C1)B1OC(C(O1)(C)C)(C)C (2-Chloro-4-(4,4,5,5-tetramethyl-[1,3,2]dioxaborolan-2-yl)-benzonitrile), BrC=1C=NC=C(C1CO)Cl ((3-Bromo-5-chloro-pyridin-4-yl)-methanol). Reagents/catalysts: C1=CC=C(C=C1)P([C-]2C=CC=C2)C3=CC=CC=C3.C1=CC=C(C=C1)P([C-]2C=CC=C2)C3=CC=CC=C3.Cl[Pd]Cl.[Fe+2] (PdCl2(dppf)). Run in CN(C)C=O (DMF). Conditions: temperature 100 celsius. Yields the product ClC1=C(C#N)C=CC(=C1)C=1C=NC=C(C1CO)Cl (2-Chloro-4-(5-chloro-4-hydroxymethyl-pyridin-3-yl)-benzonitrile). The yield is 42.0%. As a reaction SMILES: [Cl:1][C:2]1[CH:9]=[C:8](B2OC(C)(C)C(C)(C)O2)[CH:7]=[CH:6][C:3]=1[C:4]#[N:5].Br[C:20]1[CH:21]=[N:22][CH:23]=[C:24]([Cl:28])[C:25]=1[CH2:26][OH:27].C(Cl)Cl.C([O-])([O-])=O.[Na+].[Na+]>CN(C=O)C.C1C=CC(P(C2C=CC=CC=2)[C-]2C=CC=C2)=CC=1.C1C=CC(P(C2C=CC=CC=2)[C-]2C=CC=C2)=CC=1.Cl[Pd]Cl.[Fe+2]>[Cl:1][C:2]1[CH:9]=[C:8]([C:20]2[CH:21]=[N:22][CH:23]=[C:24]([Cl:28])[C:25]=2[CH2:26][OH:27])[CH:7]=[CH:6][C:3]=1[C:4]#[N:5] |f:3.4.5,7.8.9.10|. Reported procedure: To the solution of 2-Chloro-4-(4,4,5,5-tetramethyl-[1,3,2]dioxaborolan-2-yl)-benzonitrile (320 mg, 1.21 mmol), (3-Bromo-5-chloro-pyridin-4-yl)-methanol (220 mg, 1.21 mmol) and PdCl2(dppf). CH2Cl2 adduct (79 mg, 0.09 mmol) in DMF (4 mL) was added 2M Na2CO3 solution (1.82 ml, 3.64 mmol) under Nitrogen atmosphere. The mixture was stirred and heated at 100° C. for 4 hrs. After letting cool to room temperature, solvent was removed in vacuo. The resulting residue was dissolved in DCM and saturated NH4...